Dataset: the Open Reaction Database (ORD), a public repository of structured organic reaction records. Task: describe an organic reaction: reactants, conditions, products, and yield The reactants are CN(C)C=O, Cc1ccccc1, COC(=O)c1ccc(S(C)(=O)=O)c(C(=O)O)c1Cl, O=S(Cl)Cl. Yields the product COC(=O)c1ccc(S(C)(=O)=O)c(C(=O)Cl)c1Cl. Reaction SMILES: [CH3:1][N:2]([CH3:3])[CH:4]=[O:5].[CH3:28][c:29]1[cH:30][cH:31][cH:32][cH:33][cH:34]1.[Cl:10][c:11]1[c:12]([C:13](=[O:14])[O:15][CH3:16])[cH:17][cH:18][c:19]([S:24](=[O:25])(=[O:26])[CH3:27])[c:20]1[C:21](=[O:22])[OH:23].[S:6]([Cl:7])([Cl:8])=[O:9]>>[Cl:8][C:21]([c:20]1[c:11]([Cl:10])[c:12]([C:13](=[O:14])[O:15][CH3:16])[cH:17][cH:18][c:19]1[S:24](=[O:25])(=[O:26])[CH3:27])=[O:22]. The product is FC=1C2=C(C(=NC1)N)N=CN2[C@H]2C=C[C@H](C2)F (7-fluoro-1-((1R,4S)-4-fluorocyclopent-2-enyl)-1H-imidazo[4,5-c]pyridin-4-amine). Run at temperature 0 celsius, time 1 hour. As a reaction SMILES: [NH2:1][C:2]1[C:7]2[N:8]=[CH:9][N:10]([C@@H:11]3[CH2:15][C@@H:14](O)[CH:13]=[CH:12]3)[C:6]=2[C:5]([F:17])=[CH:4][N:3]=1.CCN(S(F)(F)[F:24])CC.C([O-])(O)=O.[Na+]>C(Cl)Cl>[F:17][C:5]1[C:6]2[N:10]([C@@H:11]3[CH2:15][C@H:14]([F:24])[CH:13]=[CH:12]3)[CH:9]=[N:8][C:7]=2[C:2]([NH2:1])=[N:3][CH:4]=1 |f:2.3|. The solvent is C(Cl)Cl (DCM). Procedure details: (1R,4R)-4-(4-amino-7-fluoro-1H-imidazo[4,5-c]pyridin-1-yl)cyclopent-2-enol (4-3) (600 mg, 2.6 mmol, 1 eq) was dissolved in DCM (120 mL). The mixture was cooled to 0° C. and DAST (1.6 mL, 12.0 mmol, 4.7 eq) was added. The resulting mixture was stirred at the same temperature for 1 hour. Upon disappearance of starting material, the reaction mixture was poured over NaHCO3 (30 mL) and extracted with CHCl3 (3×50 mL). The combined organics were dried over MgSO4, filtered and concentrated. The crude re... Starting materials: CCN(CC)S(F)(F)F (DAST), NC1=NC=C(C2=C1N=CN2[C@H]2C=C[C@@H](C2)O)F ((1R,4R)-4-(4-amino-7-fluoro-1H-imidazo[4,5-c]pyridin-1-yl)cyclopent-2-enol), C(=O)(O)[O-].[Na+] (NaHCO3). Reactants: CS(=O)(=O)OCCC1=CC=C(C=C1)NC1=NC=2C3=C(C(CC2C=N1)C1=CC(=C(C=C1)F)F)C=CC=C3 (4-(6-(3,4-difluorophenyl)-5,6-dihydrobenzo[h]quinazolin-2-ylamino)phenethyl methanesulfonate), COCCN1CCNCC1 (1-(2-methoxyethyl)piperazine). Yields the product FC=1C=C(C=CC1F)C1CC=2C=NC(=NC2C2=C1C=CC=C2)NC2=CC=C(C=C2)CCN2CCN(CC2)CCOC (6-(3,4-difluorophenyl)-N-(4-(2-(4-(2-methoxyethyl)piperazin-1-yl)ethyl)phenyl)-5,6-dihydrobenzo[h]quinazolin-2-amine). As a reaction SMILES: CS(O[CH2:6][CH2:7][C:8]1[CH:13]=[CH:12][C:11]([NH:14][C:15]2[N:24]=[CH:23][C:22]3[CH2:21][CH:20]([C:25]4[CH:30]=[CH:29][C:28]([F:31])=[C:27]([F:32])[CH:26]=4)[C:19]4[CH:33]=[CH:34][CH:35]=[CH:36][C:18]=4[C:17]=3[N:16]=2)=[CH:10][CH:9]=1)(=O)=O.[CH3:37][O:38][CH2:39][CH2:40][N:41]1[CH2:46][CH2:45][NH:44][CH2:43][CH2:42]1>>[F:32][C:27]1[CH:26]=[C:25]([CH:20]2[C:19]3[CH:33]=[CH:34][CH:35]=[CH:36][C:18]=3[C:17]3[N:16]=[C:15]([NH:14][C:11]4[CH:10]=[CH:9][C:8]([CH2:7][CH2:6][N:44]5[CH2:45][CH2:46][N:41]([CH2:40][CH2:39][O:38][CH3:37])[CH2:42][CH2:43]5)=[CH:13][CH:12]=4)[N:24]=[CH:23][C:22]=3[CH2:21]2)[CH:30]=[CH:29][C:28]=1[F:31]. Procedure details: This product was synthesized as described in general procedure 2 except 4-(6-(3,4-difluorophenyl)-5,6-dihydrobenzo[h]quinazolin-2-ylamino)phenethyl methanesulfonate was used instead of 4-(6-(3-bromophenyl)-5,6-dihydrobenzo[h]quinazolin-2-ylamino)phenethyl methanesulfonate and 1-(2-methoxyethyl)piperazine instead of piperidine to afford 6-(3,4-difluorophenyl)-N-(4-(2-(4-(2-methoxyethyl)piperazin-1-yl)ethyl)phenyl)-5,6-dihydrobenzo[h]quinazolin-2-amine. M.p.=267-270° C. 1H NMR 400 MHz (DMSO-d6) δ ... The reactants are CS(=O)(=O)C=1N=C(C2=C(CCN(CC2)C2=NC=CC=C2C(F)(F)F)N1)NC1=CC=C(C=C1)C(F)(F)F ([2-Methanesulfonyl-7-(3-trifluoromethyl-pyridin-2-yl)-6,7,8,9-tetrahydro-5H-pyrimido[4,5-d]azepin-4-yl]-(4-trifluoromethyl-phenyl)-amine), NC1=CC=CC=C1 (aniline), C1(=CC=C(C=C1)S(=O)(=O)O)C (p-toluenesulfonic acid). The solvent is C1(=CC=CC=C1)C (toluene). The product is C1(=CC=CC=C1)NC=1N=C(C2=C(CCN(CC2)C2=NC=CC=C2C(F)(F)F)N1)NC1=CC=C(C=C1)C(F)(F)F (N2-phenyl-N4(4-trifluoromethyl-phenyl)-7-(3-trifluoromethyl-pyridin-2-yl)-6,7,8,9-tetrahydro-5H-pyrimido[4,5-d]azepine-2,4-diamine). Yield: 61.2%. Reaction SMILES: CS([C:5]1[N:6]=[C:7]([NH:26][C:27]2[CH:32]=[CH:31][C:30]([C:33]([F:36])([F:35])[F:34])=[CH:29][CH:28]=2)[C:8]2[CH2:14][CH2:13][N:12]([C:15]3[C:20]([C:21]([F:24])([F:23])[F:22])=[CH:19][CH:18]=[CH:17][N:16]=3)[CH2:11][CH2:10][C:9]=2[N:25]=1)(=O)=O.[NH2:37][C:38]1[CH:43]=[CH:42][CH:41]=[CH:40][CH:39]=1.C1(C)C=CC(S(O)(=O)=O)=CC=1>C1(C)C=CC=CC=1>[C:38]1([NH:37][C:5]2[N:6]=[C:7]([NH:26][C:27]3[CH:28]=[CH:29][C:30]([C:33]([F:35])([F:34])[F:36])=[CH:31][CH:32]=3)[C:8]3[CH2:14][CH2:13][N:12]([C:15]4[C:20]([C:21]([F:24])([F:22])[F:23])=[CH:19][CH:18]=[CH:17][N:16]=4)[CH2:11][CH2:10][C:9]=3[N:25]=2)[CH:43]=[CH:42][CH:41]=[CH:40][CH:39]=1. Reported procedure: A solution of [2-methanesulfonyl-7-(3-trifluoromethyl-pyridin-2-yl)-6,7,8,9-tetrahydro-5H-pyrimido[4,5-d]azepin-4-yl]-(4-trifluoromethyl-phenyl)-amine (Example 53; 30 mg, 0.06 mmol), aniline (8 mg, 0.09 mmol), and p-toluenesulfonic acid (21.3 mg, 0.11 mmol) in toluene (2 mL) was heated at 125° C. for 12 h. The mixture was cooled and directly purified using Preparative HPLC to give the title compound (20 mg, 67%). MS (ESI): mass calcd. for C27H22F6N6, 544.18; m/z found, 545.9 [M+H]+. 1H NMR (CD3O... Starting materials: COC([C@H]1[C@H](O)CCO1)OC (2,5-Anhydro-4-deoxy-D-erythro-pentose dimethyl acetal), [H][H] (hydrogen). The solvent is O (water). Conditions: temperature 95 celsius. Product: O[C@H]1[C@@H](OCC1)C(O)O (trans-Tetrahydro-3-hydroxy-2-furanylmethanediol). Isolated yield 14.4%. Reaction SMILES: C[O:2][CH:3]([O:10]C)[C@@H:4]1[O:9][CH2:8][CH2:7][C@H:5]1[OH:6].[H][H]>O>[OH:6][C@@H:5]1[CH2:7][CH2:8][O:9][C@H:4]1[CH:3]([OH:10])[OH:2]. Procedure: A mixture of 9.25 g of product from Example 172, 15 ml of water and 1.5 g of DOWEX-50W-X8 (100-200 mesh, hydrogen form) is heated at 95° C. for 4 hours. The reaction mixture is cooled to room temperature, filtered and the residue washed with water. The filtrate is treated with toluene and concentrated in vacuo to give 1.1 g of the desired product as a sticky yellow oil. Starting materials: C(CCC)(=O)C1=CC2=C(N(C(=N2)CO)C)C=C1C (5-butyryl-1,6-dimethylbenzimidazole-2-methanol). Reagents/catalysts: [O-2].[O-2].[Mn+4] (manganese dioxide). Solvent: alcohol. Reaction conditions: temperature 10 celsius. Product: C(CCC)(=O)C1=CC2=C(N(C(=N2)C=O)C)C=C1C (5-butyryl-1,6-dimethylbenzimidazole-2-carboxaldehyde). Reaction SMILES: [C:1]([C:6]1[C:17]([CH3:18])=[CH:16][C:9]2[N:10]([CH3:15])[C:11]([CH2:13][OH:14])=[N:12][C:8]=2[CH:7]=1)(=[O:5])[CH2:2][CH2:3][CH3:4]>[O-2].[O-2].[Mn+4]>[C:1]([C:6]1[C:17]([CH3:18])=[CH:16][C:9]2[N:10]([CH3:15])[C:11]([CH:13]=[O:14])=[N:12][C:8]=2[CH:7]=1)(=[O:5])[CH2:2][CH2:3][CH3:4] |f:1.2.3|. Reported procedure: 25 g of manganese dioxide are activated in 200 ml of alcohol-free chloroform for 2 hours by azeotropic dehydration. The solution is cooled, whilst stirring, to 10° C., 4.92 g of 5-butyryl-1,6-dimethylbenzimidazole-2-methanol are added and the whole is allowed slowly to return to room temperature and is stirred for 18 hours at room temperature. The solution is filtered, the filtrate evaporated to dryness and the residue recrystallised from chloroform/petroleum ether. 5-butyryl-1,6-dimethylbenzimi... The reactants are C(C)(=O)OCC(CC)(CC)COC1=C(C(=CC=C1)N)C#N (2-((3-amino-2-cyanophenoxy)methyl)-2-ethylbutyl acetate), S(N)(=O)(=O)Cl (sulfamoyl chloride). The product is C(C)(=O)OCC(CC)(CC)COC1=C(C(=CC=C1)NS(N)(=O)=O)C#N (2-((2-cyano-3-(sulfamoylamino)phenoxy)methyl)-2-ethylbutyl acetate). Isolated yield 90.0%. RXN SMILES: [C:1]([O:4][CH2:5][C:6]([CH2:11][O:12][C:13]1[CH:18]=[CH:17][CH:16]=[C:15]([NH2:19])[C:14]=1[C:20]#[N:21])([CH2:9][CH3:10])[CH2:7][CH3:8])(=[O:3])[CH3:2].[S:22](Cl)(=[O:25])(=[O:24])[NH2:23]>>[C:1]([O:4][CH2:5][C:6]([CH2:11][O:12][C:13]1[CH:18]=[CH:17][CH:16]=[C:15]([NH:19][S:22](=[O:25])(=[O:24])[NH2:23])[C:14]=1[C:20]#[N:21])([CH2:9][CH3:10])[CH2:7][CH3:8])(=[O:3])[CH3:2]. Reported procedure: Prepared as in Example 215a from 2-((3-amino-2-cyanophenoxy)methyl)-2-ethylbutyl acetate (Example 232b) and sulfamoyl chloride in 90% yield. 1H NMR (400 MHz, DMSO-d6) δ 0.80 (t, J=7.6 Hz, 6H), 1.37-1.43 (m, 4H), 1.98 (s, 3H), 3.87 (s, 2H), 3.96 (s, 2H), 6.98 (d, J=8.8 Hz, 1H), 7.13 (d, J=8.4 Hz, 1H), 7.25 (s, 2H), 7.54 (t, J=8.4 Hz, 1H), 9.46 (s, 1H).